Dataset: the Open Reaction Database (ORD), a public repository of structured organic reaction records. Task: describe an organic reaction: reactants, conditions, products, and yield The reactants are [H-].[Na+] (NaH), FC=1C=C2C(=CNC2=CC1)CC(C)(O)C (1-(5-fluoro-1H-indol-3-yl)-2-methyl-propan-2-ol), NOS(=O)(=O)O (H2NOSO3H). Run in CCOC(=O)C (EtOAc), CN(C)C=O (DMF). Run at time 30 minute. The product is NN1C=C(C2=CC(=CC=C12)F)CC(C)(O)C (1-(1-amino-5-fluoroindol-3-yl)-2-methyl-propan-2-ol). Reaction SMILES: [F:1][C:2]1[CH:3]=[C:4]2[C:8](=[CH:9][CH:10]=1)[NH:7][CH:6]=[C:5]2[CH2:11][C:12]([CH3:15])([OH:14])[CH3:13].[H-].[Na+].[NH2:18]OS(O)(=O)=O>CN(C=O)C.CCOC(C)=O>[NH2:18][N:7]1[C:8]2[C:4](=[CH:3][C:2]([F:1])=[CH:10][CH:9]=2)[C:5]([CH2:11][C:12]([CH3:15])([OH:14])[CH3:13])=[CH:6]1 |f:1.2|. Procedure: A solution of 1-(5-fluoro-1H-indol-3-yl)-2-methyl-propan-2-ol (207 mg, 1 mmol) in DMF (10 mL) is cooled to 0° C., treated with NaH (600 mg, 15 mmol, 60% in mineral oil) and stirred for 30 min. H2NOSO3H (565 mg, 5 mmol) is added portion wise, and the mixture is warmed to rt over 2 h. The mixture is diluted with EtOAc (100 mL), quenched with water, extracted with EtOAc, dried (Na2SO4), filtered and concentrated in vacuo to afford 1-(1-amino-5-fluoroindol-3-yl)-2-methyl-propan-2-ol, which is used i...